This data is from the Open Reaction Database (ORD), a public repository of structured organic reaction records. The task is: describe an organic reaction: reactants, conditions, products, and yield The reactants are C(C#CCCCCCC)O (2-Nonyn- 1-ol), N1=CC=CC2=CC=CC=C12 (quinoline). The reagents and catalysts are [Pd].CC(=O)[O-].CC(=O)[O-].[Pb+2] (Lindlar catalyst). The solvent is CO (methyl alcohol). Yields the product C(\C=C/CCCCCC)O (cis-2-nonen-1-ol). Yield: 22.8%. Reaction SMILES: [CH2:1]([OH:10])[C:2]#[C:3][CH2:4][CH2:5][CH2:6][CH2:7][CH2:8][CH3:9].N1C2C(=CC=CC=2)C=CC=1>CO.[Pd].CC([O-])=O.CC([O-])=O.[Pb+2]>[CH2:1]([OH:10])/[CH:2]=[CH:3]\[CH2:4][CH2:5][CH2:6][CH2:7][CH2:8][CH3:9] |f:3.4.5.6|. Procedure: 2-Nonyn- 1-ol (20 g, 0.4 mole) in 200 ml methyl alcohol is hydrogenated in a Parr bomb using a Lindlar catalyst (0.5 g Pd/BaSO4) and quinoline (0.5 g). The hydrogenation was monitored by gas liquid partition chromatography on diethylene glycol succinate. Hydrogenation is stopped when the concentration of the acetylenic alcohol equals that of the saturated alcohol. The hydrogenation mixture is filtered, diluted with water and extracted with ether. The ether extract is dried over anhydrous sodium ... Starting materials: CC1=C(C(=CC=C1)C)O (2,6-dimethylphenol), [OH-].[K+] (KOH), C(C=C(C)C)Cl (prenyl chloride), (NBu4)HSO4. The solvent is C1=CC=CC=C1 (benzene). Reaction conditions: temperature 0 celsius, time 3 hour. Product: CC=1C(C(C=CC1)(CC=C(C)C)C)=O (2,6-Dimethyl-6-(3-methyl-but-2-enyl)-cyclohexa-2,4-dienone). As a reaction SMILES: [CH3:1][C:2]1[CH:7]=[CH:6][CH:5]=[C:4]([CH3:8])[C:3]=1O.[OH-:10].[K+].[CH2:12](Cl)[CH:13]=[C:14]([CH3:16])[CH3:15]>C1C=CC=CC=1>[CH3:1][C:2]1[C:3](=[O:10])[C:4]([CH3:8])([CH2:12][CH:13]=[C:14]([CH3:16])[CH3:15])[CH:5]=[CH:6][CH:7]=1 |f:1.2|. Procedure details: A mixture of 2,6-dimethylphenol (5.00 g, 41.0 mmol), powdered KOH (85%, 1.5 eq., 4.05 g, 61.5 mmol), prenyl chloride (85%, 1.2 eq., 6.05 g, 49.2 mmol) and (NBu4)HSO4 (50 mg) in benzene (50 ml) was stirred at 0° C. for 3 h. The green suspension was then poured on ice and extracted with pentane. The organic phase was washed with aqueous NaOH (32%), water and brine, dried (MgSO4) and concentrated in vacuo at room temperature. The yellow crude dienone was ca. 85% pure and was converted without furth... The reactants are CC(C)(C)[Si](C)(C)Cl, CCOC(C)=O, CN(C)C=O, O=Cc1ccc(O)cc1, c1c[nH]cn1. Yields the product CC(C)(C)[Si](C)(C)Oc1ccc(C=O)cc1. As a reaction SMILES: [C:15]([CH3:16])([CH3:17])([CH3:18])[Si:19]([CH3:20])([CH3:21])[Cl:22].[CH3:28][CH2:29][O:30][C:31]([CH3:32])=[O:33].[O:23]=[CH:24][N:25]([CH3:26])[CH3:27].[OH:1][c:2]1[cH:3][cH:4][c:5]([CH:6]=[O:7])[cH:8][cH:9]1.[nH:10]1[cH:11][cH:12][n:13][cH:14]1>>[O:1]([c:2]1[cH:3][cH:4][c:5]([CH:6]=[O:7])[cH:8][cH:9]1)[Si:19]([C:15]([CH3:16])([CH3:17])[CH3:18])([CH3:20])[CH3:21]. Starting materials: ClCC(=O)OC(CCl)=O (chloroacetic anhydride), ClC1=C(C=CC2=C1C(N(CC=1N2C=NC1C(N)=NO)C)=O)F (7-chloro-8-fluoro-5-methyl-6-oxo-5,6-dihydro-4H-imidazo[1,5-a][1,4]benzodiazepine-3-carboxamidoxime), C (charcoal). The solvent is C(C)#N (acetonitrile), CN(C=O)C (N,N-dimethylformamide). Reaction conditions: time 2 hour. The product is ClC1=C(C=CC2=C1C(N(CC=1N2C=NC1C1=NOC(=N1)CCl)C)=O)F (7-chloro-3-(5-chloromethyl-1,2,4-oxadiazol-3-yl)-8-fluoro-5-methyl-5,6-dihydro-4H-imidazo[1,5-a ][1,4]benzodiazepin-6-one). Isolated yield 68.4%. As a reaction SMILES: [Cl:1][C:2]1[C:7]2[C:8](=[O:21])[N:9]([CH3:20])[CH2:10][C:11]3[N:12]([CH:13]=[N:14][C:15]=3[C:16](=[N:18][OH:19])[NH2:17])[C:6]=2[CH:5]=[CH:4][C:3]=1[F:22].[Cl:23][CH2:24][C:25](OC(=O)CCl)=O.C>CN(C)C=O.C(#N)C>[Cl:1][C:2]1[C:7]2[C:8](=[O:21])[N:9]([CH3:20])[CH2:10][C:11]3[N:12]([CH:13]=[N:14][C:15]=3[C:16]3[N:17]=[C:25]([CH2:24][Cl:23])[O:19][N:18]=3)[C:6]=2[CH:5]=[CH:4][C:3]=1[F:22]. Procedure details: A suspension of 7.0 g (0.0216 mol) of 7-chloro-8-fluoro-5-methyl-6-oxo-5,6-dihydro-4H-imidazo[1,5-a][1,4]benzodiazepine-3-carboxamidoxime in 70 ml of N,N-dimethylformamide was treated with 4.38 g (0.0256 mol) of chloroacetic anhydride. The yellow solution obtained was stirred at 100° for 2 hrs. and then completely freed from the solvents. The oily product was taken up in 300 ml of acetonitrile, whereupon the solution was treated with active charcoal, boiled at reflux and filtered while hot over ... Reactants: C(CC(=O)OC(C)(C)C)(=O)OC(C)(C)C (di-t-butyl malonate), O (Water), [H-].[Na+] (NaH), BrC1=C(C#N)C=CC(=C1)F (2-bromo-4-fluorobenzonitrile). The solvent is CN(C)C=O (DMF), CN(C)C=O (DMF). Conditions: time 15 minute. Product: C(C)(C)(C)OC(C(C(=O)OC(C)(C)C)C1=CC(=C(C=C1)C#N)Br)=O (di-tert-Butyl(3-bromo-4-cyanophenyl)malonate). As a reaction SMILES: [H-].[Na+].[C:3]([O:13][C:14]([CH3:17])([CH3:16])[CH3:15])(=[O:12])[CH2:4][C:5]([O:7][C:8]([CH3:11])([CH3:10])[CH3:9])=[O:6].[Br:18][C:19]1[CH:26]=[C:25](F)[CH:24]=[CH:23][C:20]=1[C:21]#[N:22].O>CN(C=O)C>[C:14]([O:13][C:3](=[O:12])[CH:4]([C:25]1[CH:24]=[CH:23][C:20]([C:21]#[N:22])=[C:19]([Br:18])[CH:26]=1)[C:5]([O:7][C:8]([CH3:9])([CH3:10])[CH3:11])=[O:6])([CH3:17])([CH3:16])[CH3:15] |f:0.1|. Procedure: To a suspension of NaH (0.37 g, 15.4 mmol, 60.0% dispersion in oil) in DMF (40 mL) was added a solution of di-t-butyl malonate (3.6 g, 16 mmol) in DMF (10 mL) at 0° C. and this was stirred for 15 minutes. Subsequently, 2-bromo-4-fluorobenzonitrile (3.0 g, 15.0 mmol) was added in one portion and the reaction mixture was stirred for 8 hours at 80° C. and three hours at room temperature. Water (50 mL) was added and the aqueous layer was extracted with EtOAc (2×100 mL). The combined organic extracts... Procedure: To a suspension of 2-[4-(2-hydroxy-ethoxy)-3,5-dimethyl-phenyl]-5,7-dimethoxy-3H-quinazolin-4-one (0.50 g, 1.35 mmol) in THF (20 mL), were added 5-phenyl-imidazolidine-2,4-dione (0.24 g, 1.35 mmol) and triphenyl phosphine (0.35 g, 1.35 mmol), then diethyl azodicarboxylate (0.43 mL, 2.70 mmol) was added and the reaction mixture was stirred at room temperature for 16 hours. Solvent was evaporated in vacuo and the residue was washed with dichloromethane and ether. The residue was dissolved in aceti... Conditions: time 16 hour. The product is COC1=C2C(NC(=NC2=CC(=C1)OC)C1=CC(=C(OCCN2C(NC(C2=O)C2=CC=CC=C2)=O)C(=C1)C)C)=O (3-(2-(4-(5,7-Dimethoxy-4-oxo-3,4-dihydroquinazolin-2-yl)-2,6-dimethylphenoxy)ethyl)-5-phenylimidazolidine-2,4-dione). As a reaction SMILES: O[CH2:2][CH2:3][O:4][C:5]1[C:10]([CH3:11])=[CH:9][C:8]([C:12]2[NH:21][C:20](=[O:22])[C:19]3[C:14](=[CH:15][C:16]([O:25][CH3:26])=[CH:17][C:18]=3[O:23][CH3:24])[N:13]=2)=[CH:7][C:6]=1[CH3:27].[C:28]1([CH:34]2[NH:38][C:37](=[O:39])[NH:36][C:35]2=[O:40])[CH:33]=[CH:32][CH:31]=[CH:30][CH:29]=1.C1(P(C2C=CC=CC=2)C2C=CC=CC=2)C=CC=CC=1.N(C(OCC)=O)=NC(OCC)=O>C1COCC1>[CH3:24][O:23][C:18]1[CH:17]=[C:16]([O:25][CH3:26])[CH:15]=[C:14]2[C:19]=1[C:20](=[O:22])[NH:21][C:12]([C:8]1[CH:9]=[C:10]([CH3:11])[C:5]([O:4][CH2:3][CH2:2][N:36]3[C:35](=[O:40])[CH:34]([C:28]4[CH:29]=[CH:30][CH:31]=[CH:32][CH:33]=4)[NH:38][C:37]3=[O:39])=[C:6]([CH3:27])[CH:7]=1)=[N:13]2. The reactants are N(=NC(=O)OCC)C(=O)OCC (diethyl azodicarboxylate), C1(=CC=CC=C1)C1C(NC(N1)=O)=O (5-phenyl-imidazolidine-2,4-dione), C1(=CC=CC=C1)P(C1=CC=CC=C1)C1=CC=CC=C1 (triphenyl phosphine), OCCOC1=C(C=C(C=C1C)C1=NC2=CC(=CC(=C2C(N1)=O)OC)OC)C (2-[4-(2-hydroxy-ethoxy)-3,5-dimethyl-phenyl]-5,7-dimethoxy-3H-quinazolin-4-one). Solvent: C1CCOC1 (THF). Reactants: C(C)[Si](O[C@H]1C(N[C@H]1C=1OC=CC1)=O)(CC)CC ((3R, 4R)-3-Triethylsilyloxy-4-(2-furyl)azetidin-2-one), C(C)(C)N(CC)C(C)C (diisopropylethyl amine), C(C)(C)OC(=O)Cl (i-propylchloroformate). Reagents/catalysts: CN(C)C=1C=CN=CC1 (DMAP). Solvent: ClCCl (dichloromethane), ClCCl (dichloromethane). Run at time 1 hour. Product: C(C)[Si](OC1C(N(C1C=1OC=CC1)C(=O)OC(C)C)=O)(CC)CC (3-Triethylsilyloxy-4-(2-furyl)-N-isopropyloxycarbonylazetidin-2-one). The yield is 96.1%. Reaction SMILES: [CH2:1]([Si:3]([CH2:17][CH3:18])([CH2:15][CH3:16])[O:4][C@@H:5]1[C@H:8]([C:9]2[O:10][CH:11]=[CH:12][CH:13]=2)[NH:7][C:6]1=[O:14])[CH3:2].C(N(C(C)C)CC)(C)C.[CH:28]([O:31][C:32](Cl)=[O:33])([CH3:30])[CH3:29]>ClCCl.CN(C1C=CN=CC=1)C>[CH2:17]([Si:3]([CH2:15][CH3:16])([CH2:1][CH3:2])[O:4][CH:5]1[CH:8]([C:9]2[O:10][CH:11]=[CH:12][CH:13]=2)[N:7]([C:32]([O:31][CH:28]([CH3:30])[CH3:29])=[O:33])[C:6]1=[O:14])[CH3:18]. Reported procedure: (3R, 4R)-3-Triethylsilyloxy-4-(2-furyl)azetidin-2-one (0.51 g, 1.91 mmol) in 25 mL of dichloromethane was stirred with diisopropylethyl amine (0.78 mL, 4.4 mmol) and i-propylchloroformate (4.0 mL, 1.0M in toluene, 4.0 mmol) in addition to a catalytic amount of DMAP. The solution was stirred for 1 h and diluted with dichloromethane and washed with brine, dried over MgSO4 and concentrated. The residue was chromatographed over silica gel (eluted with 5:1 hexane/ethyl acetate) to give 649 mg of the ... Reactants: [OH-].[Na+] (sodium hydroxide), N1=C(C=CC2=CC=CC=C12)COC1=CC=C(C=C1)C(C)(C1=CC=C(C=C1)OCC1=NC2=CC=CC=C2C=C1)CC(=S)OCC (ethyl 1,1-bis(4-(2-quinolylmethoxy)phenyl)eth-1-ylthioacetate). Solvent: O1CCOCC1 (dioxane), C(C)O (ethanol). Run at time 3 hour. Yields the product N1=C(C=CC2=CC=CC=C12)COC1=CC=C(C=C1)C(C)(C1=CC=C(C=C1)OCC1=NC2=CC=CC=C2C=C1)CC(=S)O (1,1-bis(4-(2-quinolylmethoxy)phenyl)eth-1-ylthioacetic acid). As a reaction SMILES: [OH-].[Na+].[N:3]1[C:12]2[C:7](=[CH:8][CH:9]=[CH:10][CH:11]=2)[CH:6]=[CH:5][C:4]=1[CH2:13][O:14][C:15]1[CH:20]=[CH:19][C:18]([C:21]([CH2:41][C:42]([O:44]CC)=[S:43])([C:23]2[CH:28]=[CH:27][C:26]([O:29][CH2:30][C:31]3[CH:40]=[CH:39][C:38]4[C:33](=[CH:34][CH:35]=[CH:36][CH:37]=4)[N:32]=3)=[CH:25][CH:24]=2)[CH3:22])=[CH:17][CH:16]=1>O1CCOCC1.C(O)C>[N:3]1[C:12]2[C:7](=[CH:8][CH:9]=[CH:10][CH:11]=2)[CH:6]=[CH:5][C:4]=1[CH2:13][O:14][C:15]1[CH:20]=[CH:19][C:18]([C:21]([CH2:41][C:42]([OH:44])=[S:43])([C:23]2[CH:24]=[CH:25][C:26]([O:29][CH2:30][C:31]3[CH:40]=[CH:39][C:38]4[C:33](=[CH:34][CH:35]=[CH:36][CH:37]=4)[N:32]=3)=[CH:27][CH:28]=2)[CH3:22])=[CH:17][CH:16]=1 |f:0.1|. Procedure details: 1N sodium hydroxide (0.5 mL) was added to a solution of ethyl 1,1-bis(4-(2-quinolylmethoxy)phenyl)eth-1-ylthioacetate from above in dioxane (10 mL) and ethanol (5 mL), and the resulting mixture was stirred at ambient temperature for 3 hours. The organics were removed in vacuo, the residue was diluted with water and acidified to pH 3. The solid was filtered, washed with water, dried under reduced pressure and recrystallized from methylene chloride-hexane to provide 170 mg of the title compound: m... Reactants: COC=1C=C2C(=CC=NC2=CC1OC)OC1=C(C(=C(N)C=C1)C)C (4-[(6,7-Dimethoxy-4-quinolyl)oxy]-2,3-dimethylaniline), ClC(Cl)(OC(OC(Cl)(Cl)Cl)=O)Cl (triphosgene), C([O-])(O)=O.[Na+] (sodium bicarbonate), O1CCN(CC1)CCC(CCC)O (1-morpholino-3-hexanol). As a reaction SMILES: [CH3:1][O:2][C:3]1[CH:4]=[C:5]2[C:10](=[CH:11][C:12]=1[O:13][CH3:14])[N:9]=[CH:8][CH:7]=[C:6]2[O:15][C:16]1[CH:22]=[CH:21][C:19]([NH2:20])=[C:18]([CH3:23])[C:17]=1[CH3:24].Cl[C:26](Cl)([O:28]C(=O)OC(Cl)(Cl)Cl)Cl.[O:37]1[CH2:42][CH2:41][N:40]([CH2:43][CH2:44][CH:45]([OH:49])[CH2:46][CH2:47][CH3:48])[CH2:39][CH2:38]1.C(=O)(O)[O-].[Na+]>C(Cl)Cl.C(N(CC)CC)C.C1(C)C=CC=CC=1>[CH3:1][O:2][C:3]1[CH:4]=[C:5]2[C:10](=[CH:11][C:12]=1[O:13][CH3:14])[N:9]=[CH:8][CH:7]=[C:6]2[O:15][C:16]1[CH:22]=[CH:21][C:19]([NH:20][C:26](=[O:28])[O:49][CH:45]([CH2:44][CH2:43][N:40]2[CH2:41][CH2:42][O:37][CH2:38][CH2:39]2)[CH2:46][CH2:47][CH3:48])=[C:18]([CH3:23])[C:17]=1[CH3:24] |f:3.4|. Yields the product COC=1C=C2C(=CC=NC2=CC1OC)OC1=C(C(=C(C=C1)NC(OC(CCC)CCN1CCOCC1)=O)C)C (1-(2-Morpholinoethyl)butyl N-{4-[(6,7-dimethoxy-4-quinolyl)oxy]-2,3-dimethylphenyl}carbamate). The solvent is C(C)N(CC)CC (triethylamine), C1(=CC=CC=C1)C (toluene), C(Cl)Cl (methylene chloride). Procedure: 4-[(6,7-Dimethoxy-4-quinolyl)oxy]-2,3-dimethylaniline (50 mg) was added to toluene (5 ml), and triethylamine (0.5 ml), and the mixture was heated under reflux to prepare a solution. A solution of triphosgene (68 mg) in methylene chloride was then added thereto, and the mixture was heated under reflux for 10 min. Next, 1-morpholino-3-hexanol (43 mg) was added thereto, and the mixture was further stirred with heating under reflux for 3 hr. A saturated aqueous sodium bicarbonate solution was added ... The yield is 98.9%. Reactants: FC=1C=C(C(C#N)=CC1)N (4-fluoroanthranilonitrile), S1C(C=CC=C1)=O (thiopyran-2-one). Reagents/catalysts: [Cl-].[Cl-].[Zn+2] (ZnCl2). Solvent: [N+](=O)([O-])C1=CC=CC=C1 (nitrobenzene). Reaction conditions: temperature 50 celsius. The product is NC1=C2C(=NC=3C=C(C=CC13)F)CCSC2 (10-amino-3,4-dihydro-7-fluoro-1H-thiopyrano [4,3-b]quinoline). The yield is 62.4%. RXN SMILES: [F:1][C:2]1[CH:3]=[C:4]([NH2:10])[C:5](=[CH:8][CH:9]=1)[C:6]#[N:7].[S:11]1[CH:16]=[CH:15][CH:14]=[CH:13][C:12]1=O>[N+](C1C=CC=CC=1)([O-])=O.[Cl-].[Cl-].[Zn+2]>[NH2:7][C:6]1[C:5]2[CH:8]=[CH:9][C:2]([F:1])=[CH:3][C:4]=2[N:10]=[C:14]2[CH2:15][CH2:16][S:11][CH2:12][C:13]=12 |f:3.4.5|. Reported procedure: A mixture of 4-fluoroanthranilonitrile (4.47 g) and freshly fused, pulverized ZnCl2 (6.7 g) in 20 ml of nitrobenzene was heated at 50° C. for 45 minutes. To the resulting suspension was added thiopyran-2-one (5.1 g). This was heated at 130° C. for 3 hours. The resulting precipitate was filtered, rinsed with ether and partioned between 2-butanone and NH4OH solution. The aqueous layer was extracted with 2-butanone and the combined organics were washed with water and dried (MgSO4). This resulted in...